describe an organic reaction: reactants, conditions, products, and yield From a dataset of the Open Reaction Database (ORD), a public repository of structured organic reaction records. The solvent is CCOCC (ether), CCOCC (ether). The reactants are COC(CCCC(CC=CC(=CC(=O)OCC)C)C)(C)C (ethyl 11-methoxy-3,7,11-trimethyldodeca-2,4-dienoate), [OH-].[Na+] (sodium hydroxide), [H-].[Al+3].[Li+].[H-].[H-].[H-] (lithium aluminum hydride), O (water), O (water), O (water). Procedure: To a solution of 6.2 g. of ethyl 11-methoxy-3,7,11-trimethyldodeca-2,4-dienoate in 80 ml. of dry ether is added 3.2 ml. of lithium aluminum hydride (3.9M) in ether slowly, at -78°, with stirring, under argon. The mixture is stirred for 2 hours at -78° and then warmed to about -50°. After 1 hour, the mixture is warmed slowly to about -10° over 4 hours. Then there is added 0.5 ml. of water, 0.5 ml. of 15% sodium hydroxide and 1.5 ml. of water. The mixture is then poured into water, washed with wat... Conditions: time 2 hour. The product is COC(CCCC(CC=CC(=CCO)C)C)(C)C (11-methoxy-3,7,11-trimethyldodeca-2,4-dien-1-ol). Reaction SMILES: [CH3:1][O:2][C:3]([CH3:21])([CH3:20])[CH2:4][CH2:5][CH2:6][CH:7]([CH3:19])[CH2:8][CH:9]=[CH:10][C:11]([CH3:18])=[CH:12][C:13](OCC)=[O:14].[H-].[Al+3].[Li+].[H-].[H-].[H-].O.[OH-].[Na+]>CCOCC>[CH3:1][O:2][C:3]([CH3:20])([CH3:21])[CH2:4][CH2:5][CH2:6][CH:7]([CH3:19])[CH2:8][CH:9]=[CH:10][C:11]([CH3:18])=[CH:12][CH2:13][OH:14] |f:1.2.3.4.5.6,8.9|. Reactants: N(=O)[O-].[Na+] (sodium nitrite), NC=1C=NC(=CC1)C#N (3-amino-6-cyanopyridine). The solvent is O (water), S(O)(O)(=O)=O (sulfuric acid). Conditions: temperature 100 celsius, time 3 hour. Product: C(#N)C1=CC=C(C=N1)O (6-Cyano-3-pyridinol), powder. The yield is 63.0%. Reaction SMILES: N[C:2]1[CH:3]=[N:4][C:5]([C:8]#[N:9])=[CH:6][CH:7]=1.N([O-])=[O:11].[Na+]>O.S(=O)(=O)(O)O>[C:8]([C:5]1[N:4]=[CH:3][C:2]([OH:11])=[CH:7][CH:6]=1)#[N:9] |f:1.2|. Procedure details: A solution of 1 g (8.06 mmol) of 3-amino-6-cyanopyridine in 12 ml of water and 1.2 ml of sulfuric acid is cooled to 0° C. and 1 g (14.5 mmol) of sodium nitrite is added slowly. The reaction mixture is left to return to room temperature and then stirred at 100° C. for 3 hours. It is left to stand overnight in a refrigerator. The precipitate formed is filtered off and washed with iced water. The expected product also present in the filtrate is extracted with ethyl acetate and combined with the pre... Starting materials: CC(C)(C)OC(=O)NC1(C(=O)NC(C#N)Cc2ccc(I)cc2)CCOCC1, NC(=O)c1ccc(B(O)O)cc1F, CC(=O)[O-], CC#N, [K+], O. Yields the product CC(C)(C)OC(=O)NC1(C(=O)NC(C#N)Cc2ccc(-c3ccc(C(N)=O)c(F)c3)cc2)CCOCC1. As a reaction SMILES: [C:1](#[N:2])[CH:3]([CH2:4][c:5]1[cH:6][cH:7][c:8]([I:11])[cH:9][cH:10]1)[NH:12][C:13](=[O:14])[C:15]1([NH:21][C:22]([O:23][C:24]([CH3:25])([CH3:26])[CH3:27])=[O:28])[CH2:16][CH2:17][O:18][CH2:19][CH2:20]1.[C:29]([NH2:30])(=[O:31])[c:32]1[c:33]([F:41])[cH:34][c:35]([B:38]([OH:39])[OH:40])[cH:36][cH:37]1.[CH3:43][C:44](=[O:45])[O-:46].[CH3:47][C:48]#[N:49].[K+:42].[OH2:50]>>[C:1](#[N:2])[CH:3]([CH2:4][c:5]1[cH:6][cH:7][c:8](-[c:35]2[cH:34][c:33]([F:41])[c:32]([C:29]([NH2:30])=[O:31])[cH:37][cH:36]2)[cH:9][cH:10]1)[NH:12][C:13](=[O:14])[C:15]1([NH:21][C:22]([O:23][C:24]([CH3:25])([CH3:26])[CH3:27])=[O:28])[CH2:16][CH2:17][O:18][CH2:19][CH2:20]1. Starting materials: COC(=O)c1cnc(OC2CCCC2)c(Br)c1, CCCC[Sn](CCCC)(CCCC)c1ccccn1, CN(C)C=O. The product is COC(=O)c1cnc(OC2CCCC2)c(-c2ccccn2)c1. RXN SMILES: [Br:1][c:2]1[c:3]([O:12][CH:13]2[CH2:14][CH2:15][CH2:16][CH2:17]2)[n:4][cH:5][c:6]([C:7](=[O:8])[O:9][CH3:10])[cH:11]1.[CH2:18]([Sn:19]([CH2:20][CH2:21][CH2:22][CH3:29])([c:23]1[n:24][cH:25][cH:26][cH:27][cH:28]1)[CH2:30][CH2:31][CH2:32][CH3:33])[CH2:34][CH2:35][CH3:36].[O:37]=[CH:38][N:39]([CH3:40])[CH3:41]>>[c:2]1(-[c:23]2[n:24][cH:25][cH:26][cH:27][cH:28]2)[c:3]([O:12][CH:13]2[CH2:14][CH2:15][CH2:16][CH2:17]2)[n:4][cH:5][c:6]([C:7](=[O:8])[O:9][CH3:10])[cH:11]1. Starting materials: O (water), Cl (hydrochloric acid), COC([C@@H](N)[C@H](O)C)=O (L-threonine methyl ester). The solvent is C(C)(=O)O (acetic acid). Reaction conditions: time 90 hour. Yields the product solution, COC([C@@H](N)[C@H](O)C)=O (L-threonine methyl ester), C(C)(=O)[O-] (acetate). Isolated yield 90.2%. RXN SMILES: [CH3:1][O:2][C:3](=[O:9])[C@H:4]([C@@H:6]([CH3:8])[OH:7])[NH2:5].O.Cl>C(O)(=O)C>[CH3:1][O:2][C:3](=[O:9])[C@H:4]([C@@H:6]([CH3:8])[OH:7])[NH2:5].[C:3]([O-:9])(=[O:2])[CH3:4]. Procedure: 1.5 ml of a 5M solution of L-threonine methyl ester, acetate containing 200 mg of porcine insulin were prepared by dissolving 200 mg of porcine insulin in 750 μ liters of 10M acetic acid and adding 1 g of L-threonine methyl ester thereto. 2 mg of porcine trypsin were added, and the clear reaction mixture having a pH value of 6.3 was left at 20° C. The reaction was stopped after 90 hours by adding 15 ml of water and adjusting the pH value to 3 with 5N hydrochloric acid. Yields the product Cc1c(C(=O)NC2C3CCC(C)(C2O)C3(C)C)cc(-c2cc(C(F)(F)F)ccc2C(F)(F)F)n1CC1CCCO1. Starting materials: CO, CC(=O)OC1C(NC(=O)c2cc(-c3cc(C(F)(F)F)ccc3C(F)(F)F)n(CC3CCCO3)c2C)C2CCC1(C)C2(C)C, [K+], [K+], O=C([O-])[O-]. RXN SMILES: [CH3:50][OH:51].[F:1][C:2]([c:3]1[c:4](-[c:13]2[cH:14][c:15]([C:25](=[O:26])[NH:27][CH:28]3[CH:29]([O:38][C:39](=[O:40])[CH3:41])[C:30]4([CH3:37])[CH2:31][CH2:32][CH:33]3[C:34]4([CH3:35])[CH3:36])[c:16]([CH3:24])[n:17]2[CH2:18][CH:19]2[O:20][CH2:21][CH2:22][CH2:23]2)[cH:5][c:6]([C:9]([F:10])([F:11])[F:12])[cH:7][cH:8]1)([F:42])[F:43].[K+:44].[K+:45].[O-:46][C:47]([O-:48])=[O:49]>>[F:1][C:2]([c:3]1[c:4](-[c:13]2[cH:14][c:15]([C:25](=[O:26])[NH:27][CH:28]3[CH:29]([OH:38])[C:30]4([CH3:37])[CH2:31][CH2:32][CH:33]3[C:34]4([CH3:35])[CH3:36])[c:16]([CH3:24])[n:17]2[CH2:18][CH:19]2[O:20][CH2:21][CH2:22][CH2:23]2)[cH:5][c:6]([C:9]([F:10])([F:11])[F:12])[cH:7][cH:8]1)([F:42])[F:43]. Starting materials: [Br-].C(C1=CC=CC=C1)OCCC[P+](C1=CC=CC=C1)(C1=CC=CC=C1)C1=CC=CC=C1 ((3-Benzyloxypropyl)triphenylphosphonium bromide), C[Si](C)(C)[N-][Si](C)(C)C.[Na+] (Sodium bis(trimethylsily)amide), C(=O)C1CCN(CC1)C(=O)OC(C)(C)C (tert-Butyl 4-formylpiperidine-1-carboxylate). Solvent: C1CCOC1 (THF), C1CCOC1 (THF). Conditions: temperature 0 celsius, time 1.5 hour. Product: C(C1=CC=CC=C1)OCC\C=C/C1CCN(CC1)C(=O)OC(C)(C)C (tert-Butyl 4-[(1Z)-4-(benzyloxy)but-1-en-1-yl]piperidine-1-carboxylate). As a reaction SMILES: [Br-].[CH2:2]([O:9][CH2:10][CH2:11][CH2:12][P+](C1C=CC=CC=1)(C1C=CC=CC=1)C1C=CC=CC=1)[C:3]1[CH:8]=[CH:7][CH:6]=[CH:5][CH:4]=1.C[Si]([N-][Si](C)(C)C)(C)C.[Na+].[CH:42]([CH:44]1[CH2:49][CH2:48][N:47]([C:50]([O:52][C:53]([CH3:56])([CH3:55])[CH3:54])=[O:51])[CH2:46][CH2:45]1)=O>C1COCC1>[CH2:2]([O:9][CH2:10][CH2:11]/[CH:12]=[CH:42]\[CH:44]1[CH2:49][CH2:48][N:47]([C:50]([O:52][C:53]([CH3:54])([CH3:56])[CH3:55])=[O:51])[CH2:46][CH2:45]1)[C:3]1[CH:4]=[CH:5][CH:6]=[CH:7][CH:8]=1 |f:0.1,2.3|. Procedure details: (3-Benzyloxypropyl)triphenylphosphonium bromide (2.88 g, 5.86 mmol) was suspended in 15 mL THF and cooled to 0° C. Sodium bis(trimethylsily)amide (1M in THF, 5.63 mL, 5.63 mmol) was added drop wise. The mixture turned deep orange. tert-Butyl 4-formylpiperidine-1-carboxylate (1 g, 4.69 mmol) in 3 mL THF was added after 5 minutes. Color faded to slight yellow. The reaction was stirred at room temperature for 1.5 hours, before quenching with saturated aqueous ammonium chloride solution. The aqueous...